This data is from the Open Reaction Database (ORD), a public repository of structured organic reaction records. The task is: describe an organic reaction: reactants, conditions, products, and yield Starting materials: CO, CC(C)C1(C(=O)N2CC=C(c3cccc(C(F)(F)F)c3)CC2)CCC(NC2CCOCC2)C1, [Pd]. The product is CC(C)C1(C(=O)N2CCC(c3cccc(C(F)(F)F)c3)CC2)CCC(NC2CCOCC2)C1. Reaction SMILES: [CH3:34][OH:35].[CH:1]([CH3:2])([CH3:3])[C:4]1([C:16](=[O:17])[N:18]2[CH2:19][CH2:20][C:21]([c:24]3[cH:25][c:26]([C:30]([F:31])([F:32])[F:33])[cH:27][cH:28][cH:29]3)=[CH:22][CH2:23]2)[CH2:5][CH:6]([NH:9][CH:10]2[CH2:11][CH2:12][O:13][CH2:14][CH2:15]2)[CH2:7][CH2:8]1.[Pd:36]>>[CH:1]([CH3:2])([CH3:3])[C:4]1([C:16](=[O:17])[N:18]2[CH2:19][CH2:20][CH:21]([c:24]3[cH:25][c:26]([C:30]([F:31])([F:32])[F:33])[cH:27][cH:28][cH:29]3)[CH2:22][CH2:23]2)[CH2:5][CH:6]([NH:9][CH:10]2[CH2:11][CH2:12][O:13][CH2:14][CH2:15]2)[CH2:7][CH2:8]1. The reactants are C(C)(C)(C)OC(=O)N1C2(CC2)CN(CC1)C=1N=C(C2=CC=CC=C2C1)C=1C(N(C(C1C1=CNC2=C(C=CC=C12)C)=O)COP(=O)(OC(C)(C)C)OC(C)(C)C)=O (7-{1-[1-(di-tert-butoxy-phosphoryloxymethyl)-4-(7-methyl-1H-indol-3-yl)-2,5-dioxo-2,5-dihydro-1H-pyrrol-3-yl]-isoquinolin-3-yl}-4,7-diaza-spiro[2.5]octane-4-carboxylic acid tert-butyl ester), C(=O)(C(F)(F)F)O (TFA). Solvent: ClCCCl (1,2-dichloroethane), CO (MeOH), ClCCCl (1,2-dichloroethane). Reaction conditions: temperature 0 celsius, time 3.5 hour. The product is C1CC12NCCN(C2)C=2N=C(C1=CC=CC=C1C2)C=2C(N(C(C2C2=CNC1=C(C=CC=C21)C)=O)COP(O)(O)=O)=O (Phosphoric acid mono-[3-[3-(4,7-diaza-spiro[2.5]oct-7-yl)-isoquinolin-1-yl]-4-(7-methyl-1H-indol-3-yl)-2,5-dioxo-2,5-dihydro-pyrrol-1-ylmethyl]ester). As a reaction SMILES: C(OC([N:8]1[CH2:15][CH2:14][N:13]([C:16]2[N:17]=[C:18]([C:26]3[C:27](=[O:56])[N:28]([CH2:42][O:43][P:44]([O:51]C(C)(C)C)([O:46]C(C)(C)C)=[O:45])[C:29](=[O:41])[C:30]=3[C:31]3[C:39]4[C:34](=[C:35]([CH3:40])[CH:36]=[CH:37][CH:38]=4)[NH:33][CH:32]=3)[C:19]3[C:24]([CH:25]=2)=[CH:23][CH:22]=[CH:21][CH:20]=3)[CH2:12][C:9]21[CH2:11][CH2:10]2)=O)(C)(C)C.C(O)(C(F)(F)F)=O>ClCCCl.CO>[CH2:10]1[C:9]2([CH2:12][N:13]([C:16]3[N:17]=[C:18]([C:26]4[C:27](=[O:56])[N:28]([CH2:42][O:43][P:44](=[O:45])([OH:51])[OH:46])[C:29](=[O:41])[C:30]=4[C:31]4[C:39]5[C:34](=[C:35]([CH3:40])[CH:36]=[CH:37][CH:38]=5)[NH:33][CH:32]=4)[C:19]4[C:24]([CH:25]=3)=[CH:23][CH:22]=[CH:21][CH:20]=4)[CH2:14][CH2:15][NH:8]2)[CH2:11]1. Procedure: To a solution of 7-{1-[1-(di-tert-butoxy-phosphoryloxymethyl)-4-(7-methyl-1H-indol-3-yl)-2,5-dioxo-2,5-dihydro-1H-pyrrol-3-yl]-isoquinolin-3-yl}-4,7-diaza-spiro[2.5]octane-4-carboxylic acid tert-butyl ester (1.90 g, 2.42 mmol) in 1,2-dichloroethane (50 mL) was added TFA (8.27 g, 72.5 mmol) under argon at 0° C. The reaction mixture was stirred for 3.5 h under argon at 0° C. until UPLC-MS indicated that full conversion of the starting material had occurred. The reaction mixture was diluted with 1,... Yields the product N1C(=CC2=CC=CC=C12)B(O)O.C(C)(C)(C)OC(=O)N1C=CC2=CC(=CC=C12)C(O[SiH2]C(C)(C)C)(C)C (indole-2-boronic acid 5-(tert-Butyl-dimethyl-silanyloxymethyl)-indole-1-carboxylic acid tert-butyl ester). Reactants: B(OC(C)C)(OC(C)C)OC(C)C (triisopropyl borate), C(C)(C)(C)OC(=O)N1C=CC2=CC(=CC=C12)C(O[SiH2]C(C)(C)C)(C)C (5-(tert-Butyl-dimethyl-silanyloxymethyl)-indole-1-carboxylic acid tert-butyl ester), C(C)(C)[N-]C(C)C.[Li+] (lithiumdiisopropyl amide). Run in O1CCCC1 (tetrahydrofuran). Reaction conditions: temperature -5 celsius, time 30 minute. Reaction SMILES: [C:1]([O:5][C:6]([N:8]1[C:16]2[C:11](=[CH:12][C:13]([C:17]([CH3:25])([CH3:24])[O:18][SiH2:19][C:20]([CH3:23])([CH3:22])[CH3:21])=[CH:14][CH:15]=2)[CH:10]=[CH:9]1)=[O:7])([CH3:4])([CH3:3])[CH3:2].[B:26](OC(C)C)([O:31]C(C)C)[O:27]C(C)C.C([N-]C(C)C)(C)C.[Li+]>O1CCCC1>[NH:8]1[C:16]2[C:11](=[CH:12][CH:13]=[CH:14][CH:15]=2)[CH:10]=[C:9]1[B:26]([OH:31])[OH:27].[C:1]([O:5][C:6]([N:8]1[C:16]2[C:11](=[CH:12][C:13]([C:17]([CH3:25])([CH3:24])[O:18][SiH2:19][C:20]([CH3:23])([CH3:22])[CH3:21])=[CH:14][CH:15]=2)[CH:10]=[CH:9]1)=[O:7])([CH3:4])([CH3:3])[CH3:2] |f:2.3,5.6|. Procedure details: 5-(tert-Butyl-dimethyl-silanyloxymethyl)-indole-1-carboxylic acid tert-butyl ester (8b) (5.89 g, 16.3 mmol) was stirred in tetrahydrofuran (80 mL) and triisopropyl borate (4.18 g, 5.13 mL, 22.2 mmol) was added, and the reaction mixture was cooled to −5° C. To this was added the previously described lithiumdiisopropyl amide solution drop wise keeping the temperature between −5° C. and 0° C. After addition the reaction was stirred at −5° C. for 30 mins and then allowed to attain ambient temperatur... Run in C1CCOC1 (THF). Procedure details: The title compound was prepared by Method A using 4'-(cyclohexylmethoxy) acetophenone (2.50 g, 10.77 mmol), lithium bis(trimethylsilyl)amide (2.70 g, 16.16 mmol), chlorotrimethylsilane (2.05 mL,16.16 mmol), THF (107 mL), and diethyl ester of [(2-phenylethyl)thio]propanedioic acid (1.00 g, 3.37 mmol). m.p. 130-132° C.; 1H NMR (400 MHz, DMSO-d6) δ1.15 (m, 5 H), 1.81 (m, 6 H), 2.77 (t, 2 H), 2.97 (t, 2 H), 3.85 (d, 2 H), 6.67 (s, 1 H), 7.21 (m, 5 H), 7.45 (q, 1 H), 7.74 (d, 2 H). Starting materials: C1(CCCCC1)COC1=CC=C(C=C1)C(C)=O (4'-(cyclohexylmethoxy) acetophenone), C[Si](C)(C)[N-][Si](C)(C)C.[Li+] (lithium bis(trimethylsilyl)amide), Cl[Si](C)(C)C (chlorotrimethylsilane), diethyl ester, C1(=CC=CC=C1)CCSC(C(=O)O)C(=O)O ([(2-phenylethyl)thio]propanedioic acid). As a reaction SMILES: [CH:1]1([CH2:7][O:8][C:9]2[CH:14]=[CH:13][C:12]([C:15](=[O:17])[CH3:16])=[CH:11][CH:10]=2)[CH2:6][CH2:5][CH2:4][CH2:3][CH2:2]1.C[Si]([N-][Si](C)(C)C)(C)C.[Li+].Cl[Si](C)(C)C.[C:33]1([CH2:39][CH2:40][S:41][CH:42]([C:46](O)=[O:47])[C:43](O)=[O:44])[CH:38]=[CH:37][CH:36]=[CH:35][CH:34]=1>C1COCC1>[CH:1]1([CH2:7][O:8][C:9]2[CH:14]=[CH:13][C:12]([C:15]3[O:17][C:43](=[O:44])[C:42]([S:41][CH2:40][CH2:39][C:33]4[CH:38]=[CH:37][CH:36]=[CH:35][CH:34]=4)=[C:46]([OH:47])[CH:16]=3)=[CH:11][CH:10]=2)[CH2:2][CH2:3][CH2:4][CH2:5][CH2:6]1 |f:1.2|. The product is C1(CCCCC1)COC1=CC=C(C=C1)C1=CC(=C(C(O1)=O)SCCC1=CC=CC=C1)O (6-[4-(Cyclohexylmethoxy)phenyl]-4-hydroxy-3-[(2-phenylethyl)thio]-2H-pyran-2-one). Reactants: O=C([O-])[O-], O=C(CBr)OCc1ccccc1, CC(C)=O, [K+], [K+], Cc1cc2c(O)cccc2[nH]1. Yields the product Cc1cc2c(OCC(=O)OCc3ccccc3)cccc2[nH]1. As a reaction SMILES: [C:24](=[O:25])([O-:26])[O-:27].[CH2:12]([c:13]1[cH:14][cH:15][cH:16][cH:17][cH:18]1)[O:19][C:20]([CH2:21][Br:22])=[O:23].[CH3:30][C:31](=[O:32])[CH3:33].[K+:28].[K+:29].[OH:1][c:2]1[c:3]2[cH:4][c:5]([CH3:11])[nH:6][c:7]2[cH:8][cH:9][cH:10]1>>[O:1]([c:2]1[c:3]2[cH:4][c:5]([CH3:11])[nH:6][c:7]2[cH:8][cH:9][cH:10]1)[CH2:21][C:20]([O:19][CH2:12][c:13]1[cH:14][cH:15][cH:16][cH:17][cH:18]1)=[O:23]. The reactants are CC1(C)C2CCC1C(=O)OC2=O, NCCCCN1CCN(c2ncccn2)CC1, O, Cc1ccccc1C. Product: CC1(C)C2CCC1C(=O)N(CCCCN1CCN(c3ncccn3)CC1)C2=O. Reaction SMILES: [CH3:1][C:2]1([CH3:12])[CH:3]2[CH2:4][CH2:5][CH:6]1[C:7](=[O:8])[O:9][C:10]2=[O:11].[NH2:13][CH2:14][CH2:15][CH2:16][CH2:17][N:18]1[CH2:19][CH2:20][N:21]([c:24]2[n:25][cH:26][cH:27][cH:28][n:29]2)[CH2:22][CH2:23]1.[OH2:38].[c:30]1([CH3:31])[c:32]([CH3:33])[cH:34][cH:35][cH:36][cH:37]1>>[CH3:1][C:2]1([CH3:12])[CH:3]2[CH2:4][CH2:5][CH:6]1[C:7](=[O:9])[N:13]([CH2:14][CH2:15][CH2:16][CH2:17][N:18]1[CH2:19][CH2:20][N:21]([c:24]3[n:25][cH:26][cH:27][cH:28][n:29]3)[CH2:22][CH2:23]1)[C:10]2=[O:11]. Starting materials: O=C(c1ccccc1)N1CCC(CCCS(=O)(=O)[O-])(c2ccc(Cl)c(Cl)c2)C1, O=C([O-])O, C1CCOC1, [Na+], O, O=C1NCN(c2ccccc2)C12CCNCC2. Product: O=C(c1ccccc1)N1CCC(CCN2CCC3(CC2)C(=O)NCN3c2ccccc2)(c2ccc(Cl)c(Cl)c2)C1. Reaction SMILES: [C:1]([c:2]1[cH:3][cH:4][cH:5][cH:6][cH:7]1)(=[O:8])[N:9]1[CH2:10][C:11]([c:14]2[cH:15][c:16]([Cl:21])[c:17]([Cl:20])[cH:18][cH:19]2)([CH2:22][CH2:23][CH2:24][S:25]([O-:26])(=[O:27])=[O:28])[CH2:12][CH2:13]1.[C:47](=[O:48])([OH:49])[O-:50].[CH2:52]1[O:53][CH2:54][CH2:55][CH2:56]1.[Na+:51].[OH2:46].[c:29]1([N:35]2[CH2:36][NH:37][C:38](=[O:45])[C:39]23[CH2:40][CH2:41][NH:42][CH2:43][CH2:44]3)[cH:30][cH:31][cH:32][cH:33][cH:34]1>>[C:1]([c:2]1[cH:3][cH:4][cH:5][cH:6][cH:7]1)(=[O:8])[N:9]1[CH2:10][C:11]([c:14]2[cH:15][c:16]([Cl:21])[c:17]([Cl:20])[cH:18][cH:19]2)([CH2:22][CH2:23][N:42]2[CH2:41][CH2:40][C:39]3([N:35]([c:29]4[cH:30][cH:31][cH:32][cH:33][cH:34]4)[CH2:36][NH:37][C:38]3=[O:45])[CH2:44][CH2:43]2)[CH2:12][CH2:13]1. The reactants are COC=1C=C(C=CC1)CCC1=C(C=CC=C1)O (2-[2-(3-methoxyphenyl)ethyl]phenol), CC(C)([O-])C.[K+] (potassium t-butoxide), C(C)(C)(C)OC(=O)N1CC(CCC1)COS(=O)(=O)C1=CC=C(C=C1)C (1-t-butoxycarbonyl-3-(p-toluenesulfonyloxymethyl)piperidine). The solvent is CC(=O)N(C)C (dimethylacetamide). Yields the product C(C)(C)(C)OC(=O)N1CC(CCC1)COC1=C(C=CC=C1)CCC1=CC(=CC=C1)OC (1-t-Butoxycarbonyl-3-{2-[2-(3-methoxyphenyl)ethyl]phenoxymethyl}piperidine). Isolated yield 74.0%. As a reaction SMILES: [CH3:1][O:2][C:3]1[CH:4]=[C:5]([CH2:9][CH2:10][C:11]2[CH:16]=[CH:15][CH:14]=[CH:13][C:12]=2[OH:17])[CH:6]=[CH:7][CH:8]=1.CC(C)([O-])C.[K+].[C:24]([O:28][C:29]([N:31]1[CH2:36][CH2:35][CH2:34][CH:33]([CH2:37]OS(C2C=CC(C)=CC=2)(=O)=O)[CH2:32]1)=[O:30])([CH3:27])([CH3:26])[CH3:25]>CC(N(C)C)=O>[C:24]([O:28][C:29]([N:31]1[CH2:36][CH2:35][CH2:34][CH:33]([CH2:37][O:17][C:12]2[CH:13]=[CH:14][CH:15]=[CH:16][C:11]=2[CH2:10][CH2:9][C:5]2[CH:6]=[CH:7][CH:8]=[C:3]([O:2][CH3:1])[CH:4]=2)[CH2:32]1)=[O:30])([CH3:27])([CH3:25])[CH3:26] |f:1.2|. Procedure details: Following a procedure similar to that described in Example 40, 0.790 g of 2-[2-(3-methoxyphenyl)ethyl]phenol (prepared as described in Preparation 20), 0.388 g of potassium t-butoxide and 1.28 g of 1-t-butoxycarbonyl-3-(p-toluenesulfonyloxymethyl)piperidine were reacted in 15 ml of dimethylacetamide. The mixture was then worked up as described in Example 40, and the crude product thus obtained was purified by column chromatography through silica gel, using a 4:1 by volume mixture of hexane and e... Starting materials: BrC=1C=CC(=NC1)Cl (5-Bromo-2-chloropyridine), O=C1CC[C@@H]2CN(C[C@@H]21)C(=O)OC(C)(C)C (tert-butyl (cis)-4-oxohexahydrocyclopenta[c]pyrrole-2(1H)-carboxylate). Product: C(C)(C)(C)OC(=O)N1C[C@@H]2[C@H](C1)C(CC2)(C=2C=NC(=CC2)Cl)O ((cis)-tert-butyl-4-hydroxy-4-(6-chloro-3-pyridinyl)-hexahydrocyclopenta[c]pyrrole-2(1H)-carboxylate). Yield: 50.7%. As a reaction SMILES: Br[C:2]1[CH:3]=[CH:4][C:5]([Cl:8])=[N:6][CH:7]=1.[O:9]=[C:10]1[C@@H:17]2[C@@H:13]([CH2:14][N:15]([C:18]([O:20][C:21]([CH3:24])([CH3:23])[CH3:22])=[O:19])[CH2:16]2)[CH2:12][CH2:11]1>>[C:21]([O:20][C:18]([N:15]1[CH2:16][C@@H:17]2[C:10]([OH:9])([C:2]3[CH:7]=[N:6][C:5]([Cl:8])=[CH:4][CH:3]=3)[CH2:11][CH2:12][C@@H:13]2[CH2:14]1)=[O:19])([CH3:24])([CH3:22])[CH3:23]. Reported procedure: 5-Bromo-2-chloropyridine (1.82 g, 9.46 mmol) and the product from Example 44A (1.64 g, 7.28 mmol) were processed as described in Example 1E to afford the title compound (1.25 g, 51%). MS (DCI/NH3) m/z 339, 341 (M+H)+. Starting materials: FC=1C=C(C=C(C1)F)CC(=O)N[C@@H](C)C(=O)O (N-(3,5-difluorophenylacetyl)-L-alanine), Cl.NC1C2=C(N=CC(C1)(C)C)C=CC(C2=O)C (5-Amino-3,3,7-trimethyl-5,7-dihydro-6H -benz[b]azepin-6-one Hydrochloride). The solvent is CO.C(Cl)(Cl)Cl (MeOH CHCl3). Yields the product FC=1C=C(C=C(C1)F)CC(=O)N[C@@H](C)C(=O)NC1C2=C(N=CC(C1)(C)C)C=CC(C2=O)C (5-{N′-(3,5-Difluorophenylacetyl)-L-alaninyl}amino-3,3,7-trimethyl-5,7-dihydro-6H-benz[b]azepin-6-one). RXN SMILES: [F:1][C:2]1[CH:3]=[C:4]([CH2:9][C:10]([NH:12][C@H:13]([C:15]([OH:17])=O)[CH3:14])=[O:11])[CH:5]=[C:6]([F:8])[CH:7]=1.Cl.[NH2:19][CH:20]1[CH2:26][C:25]([CH3:28])([CH3:27])[CH:24]=[N:23][C:22]2[CH:29]=[CH:30][CH:31]([CH3:34])[C:32](=[O:33])[C:21]1=2>CO.C(Cl)(Cl)Cl>[F:8][C:6]1[CH:5]=[C:4]([CH2:9][C:10]([NH:12][C@H:13]([C:15]([NH:19][CH:20]2[CH2:26][C:25]([CH3:27])([CH3:28])[CH:24]=[N:23][C:22]3[CH:29]=[CH:30][CH:31]([CH3:34])[C:32](=[O:33])[C:21]2=3)=[O:17])[CH3:14])=[O:11])[CH:3]=[C:2]([F:1])[CH:7]=1 |f:1.2,3.4|. Procedure: Following General Procedure D and using N-(3,5-difluorophenylacetyl)-L-alanine (Ex. B) and 5-amino-3,3,7-trimethyl-5,7-dihydro-6H-benz[b]azepin-6-one hydrochloride (Example 6-C), the title compound was prepared. The reaction was monitored by tlc (Rf=0.4, 5% MeOH/CHCl3) and product was purified by chromatography (silica, 5% MeOH/CHCl3) and crystallization from acetonitrile.